This data is from the Open Reaction Database (ORD), a public repository of structured organic reaction records. The task is: describe an organic reaction: reactants, conditions, products, and yield The reactants are CC(=O)O[BH-](OC(C)=O)OC(C)=O, CCCC(=O)CCC, Cc1cc(C)c(N2CCCc3c2nn(C)c3N)c(Cl)c1, CC(Cl)Cl, [Na+]. RXN SMILES: [C:29]([O:30][BH-:31]([O:32][C:33](=[O:34])[CH3:35])[O:36][C:37](=[O:38])[CH3:39])(=[O:40])[CH3:41].[CH3:21][CH2:22][CH2:23][C:24]([CH2:25][CH2:26][CH3:27])=[O:28].[Cl:1][c:2]1[c:3]([N:10]2[c:11]3[c:12]([c:16]([NH2:20])[n:17]([CH3:19])[n:18]3)[CH2:13][CH2:14][CH2:15]2)[c:4]([CH3:9])[cH:5][c:6]([CH3:8])[cH:7]1.[Cl:43][CH:44]([Cl:45])[CH3:46].[Na+:42]>>[Cl:1][c:2]1[c:3]([N:10]2[c:11]3[c:12]([c:16]([NH:20][CH:24]([CH2:23][CH2:22][CH3:21])[CH2:25][CH2:26][CH3:27])[n:17]([CH3:19])[n:18]3)[CH2:13][CH2:14][CH2:15]2)[c:4]([CH3:9])[cH:5][c:6]([CH3:8])[cH:7]1. Product: CCCC(CCC)Nc1c2c(nn1C)N(c1c(C)cc(C)cc1Cl)CCC2. The reactants are [BH4-].[Na+] (Sodium borohydride), COC(=O)C1(CC2=CC=CC=C2C1)NC(C1=CC(=C(C=C1)OC)C=O)=O (2-(3-Formyl-4-methoxy-benzoylamino)-indane-2-carboxylic acid methyl ester), CO (methanol). Run in C1CCOC1 (THF). Reaction conditions: time 1 hour. Yields the product COC(=O)C1(CC2=CC=CC=C2C1)NC(C1=CC(=C(C=C1)OC)CO)=O (2-(3-Hydroxymethyl-4-methoxy-benzoylamino)-indane-2-carboxylic acid methyl ester). As a reaction SMILES: [CH3:1][O:2][C:3]([C:5]1([NH:14][C:15](=[O:26])[C:16]2[CH:21]=[CH:20][C:19]([O:22][CH3:23])=[C:18]([CH:24]=[O:25])[CH:17]=2)[CH2:13][C:12]2[C:7](=[CH:8][CH:9]=[CH:10][CH:11]=2)[CH2:6]1)=[O:4].[BH4-].[Na+].CO>C1COCC1>[CH3:1][O:2][C:3]([C:5]1([NH:14][C:15](=[O:26])[C:16]2[CH:21]=[CH:20][C:19]([O:22][CH3:23])=[C:18]([CH2:24][OH:25])[CH:17]=2)[CH2:6][C:7]2[C:12](=[CH:11][CH:10]=[CH:9][CH:8]=2)[CH2:13]1)=[O:4] |f:1.2|. Procedure: The compound of step 1 (0.500 g, 1.42 mmol) was dissolved in THF (5 ml) and cooled in an ice bath. Sodium borohydride (0.164 g, 4.25 mmol) was added. Subsequently methanol (2 ml) was added dropwise. After 1 h, the volatiles were evaporated, the residue was partitioned between diethyl ether and a saturated sodium hydrogencarbonate solution, and the aqueous phase extracted with diethyl ether. The combined organic phases were dried over sodium sulfate and evaporated to dryness.